From a dataset of the Open Reaction Database (ORD), a public repository of structured organic reaction records. describe an organic reaction: reactants, conditions, products, and yield Reactants: C(CCC)[Li] (n-Butyllithium), C(CCCC#C)C12OCC(CO1)(CO2)CCC (1-(hex-5-ynyl)-4-n-propyl-2,6,7-trioxabicyclo[2.2.2]octane), CI (methyl iodide). Run in O1CCCC1 (tetrahydrofuran). Conditions: time 15 minute. Product: C(CCCC#CC)C12OCC(CO1)(CO2)CCC (1-(Hept-5-ynyl)-4-n-propyl-2,6,7trioxabicyclo[2.2.2]octane), solid. As a reaction SMILES: [CH2:1]([Li])CCC.[CH2:6]([C:12]12[O:19][CH2:18][C:15]([CH2:20][CH2:21][CH3:22])([CH2:16][O:17]1)[CH2:14][O:13]2)[CH2:7][CH2:8][CH2:9][C:10]#[CH:11].CI>O1CCCC1>[CH2:6]([C:12]12[O:17][CH2:16][C:15]([CH2:20][CH2:21][CH3:22])([CH2:14][O:13]1)[CH2:18][O:19]2)[CH2:7][CH2:8][CH2:9][C:10]#[C:11][CH3:1]. Procedure: n-Butyllithium (1.7 ml, 1.6M solution in hexane) was added dropwise to a stirred solution of 1-(hex-5-ynyl)-4-n-propyl-2,6,7-trioxabicyclo[2.2.2]octane (0.65 g) in dry tetrahydrofuran (25 ml) at 0°, under a current of nitrogen. The mixture was stirred at 0° for 15 minutes and then methyl iodide (0.18 ml) was added. The reaction mixture was stirred at 0° for 1 hour and then evaporated in vacuo. The residue was partitioned between diethyl ether and water. The ethereal extracts were dried over anhy... Starting materials: C[O-].[Na+] (Sodium methoxide), BrC1=CC(=CC(=C1)Br)Br (1,3,5-tribromobenzene). Run in CN(C)C=O (DMF). Run at temperature 90 celsius, time 15 minute. Product: BrC1=CC(=CC(=C1)OC)Br (1,3-dibromo-5-methoxybenzene). Isolated yield 61.9%. RXN SMILES: [CH3:1][O-:2].[Na+].[Br:4][C:5]1[CH:10]=[C:9](Br)[CH:8]=[C:7]([Br:12])[CH:6]=1>CN(C=O)C>[Br:4][C:5]1[CH:10]=[C:9]([O:2][CH3:1])[CH:8]=[C:7]([Br:12])[CH:6]=1 |f:0.1|. Reported procedure: Sodium methoxide (25 g; WAKO) was added to a DMF (250 mL) solution of 1,3,5-tribromobenzene (75 g; TCI) and the resulting mixture was stirred at 90° C. for 15 minutes. The reaction mixture was concentrated, aqueous ammonium chloride (400 mL) and ethyl acetate (400 mL) were added to extract the reaction mixture, the organic layer was washed with saturated brine (200 mL×2), and the organic layer was dried. The solvent was evaporated under reduced pressure and the residue was purified by column chr...